This data is from the Open Reaction Database (ORD), a public repository of structured organic reaction records. The task is: describe an organic reaction: reactants, conditions, products, and yield Starting materials: C(C)(=O)C1=C(OC(C2=C1C=CC=C2F)=O)N[C@H](C2=CC(=CC=C2)F)C2CC2 (4-Acetyl-3-{[(S)-cyclopropyl-(3-fluoro-phenyl)-methyl]-amino}-8-fluoro-2-benzopyran-1-one), [OH-].[Na+] (NaOH). Solvent: O1CCCC1 (tetrahydrofuran), CO (methanol). Run at temperature 20 celsius, time 1 hour. Yields the product C1(CC1)[C@@H](C1=CC(=CC=C1)F)NC(=O)C(C(C)=O)C1=C(C(=O)O)C(=CC=C1)F (2-(1-{[(S)-Cyclopropyl-(3-fluoro-phenyl)-methyl]-carbamoyl}-2-oxo-propyl)-6-fluoro-benzoic acid). The yield is 97.7%. RXN SMILES: [C:1]([C:4]1[C:9]2[CH:10]=[CH:11][CH:12]=[C:13]([F:14])[C:8]=2[C:7](=[O:15])[O:6][C:5]=1[NH:16][C@@H:17]([CH:25]1[CH2:27][CH2:26]1)[C:18]1[CH:23]=[CH:22][CH:21]=[C:20]([F:24])[CH:19]=1)(=[O:3])[CH3:2].[OH-:28].[Na+]>O1CCCC1.CO>[CH:25]1([C@H:17]([NH:16][C:5]([CH:4]([C:9]2[CH:10]=[CH:11][CH:12]=[C:13]([F:14])[C:8]=2[C:7]([OH:6])=[O:15])[C:1](=[O:3])[CH3:2])=[O:28])[C:18]2[CH:23]=[CH:22][CH:21]=[C:20]([F:24])[CH:19]=2)[CH2:27][CH2:26]1 |f:1.2|. Procedure: 4-Acetyl-3-{[(S)-cyclopropyl-(3-fluoro-phenyl)-methyl]-amino}-8-fluoro-2-benzopyran-1-one (14.30 g, 38.72 mmol) was dissolved in a mixture of tetrahydrofuran (50 mL) and methanol (50 mL) and placed on an ice/water bath with stirring. NaOH (1 M in H2O, 100 ml) was added and stirring continued for 1 hour. The cold bath removed and the mixture was allowed to warm to r.t. (20° C.) during 1 hour. The reaction mixture was poured into ice-water mixture (200 g+200 ml), followed by slow addition of 2 M a... The reactants are C(C)OC1=NOC(=N1)C1CN(CC(C1)C1=CC=C(C=C1)OC(F)(F)F)C(=O)N1CCSCC1 ({3-(3-Ethoxy-1,2,4-oxadiazol-5-yl)-5-[4-(trifluoromethoxy)phenyl]piperidin-1-yl}(thiomorpholin-4-yl)methanone), ClC1=CC(=CC=C1)C(=O)OO (meta-chloroperbenzoic acid). The product is C(C)OC1=NOC(=N1)C1CN(CC(C1)C1=CC=C(C=C1)OC(F)(F)F)C(=O)N1CCS(CC1)=O ({3-(3-Ethoxy-1,2,4-oxadiazol-5-yl)-5-[4-(trifluoromethoxy)phenyl]piperidin-1-yl}(1-oxidothio-morpholin-4-yl)methanone). The yield is 29.6%. Reaction SMILES: [CH2:1]([O:3][C:4]1[N:8]=[C:7]([CH:9]2[CH2:14][CH:13]([C:15]3[CH:20]=[CH:19][C:18]([O:21][C:22]([F:25])([F:24])[F:23])=[CH:17][CH:16]=3)[CH2:12][N:11]([C:26]([N:28]3[CH2:33][CH2:32][S:31][CH2:30][CH2:29]3)=[O:27])[CH2:10]2)[O:6][N:5]=1)[CH3:2].ClC1C=CC=C(C(OO)=[O:42])C=1>>[CH2:1]([O:3][C:4]1[N:8]=[C:7]([CH:9]2[CH2:14][CH:13]([C:15]3[CH:16]=[CH:17][C:18]([O:21][C:22]([F:24])([F:25])[F:23])=[CH:19][CH:20]=3)[CH2:12][N:11]([C:26]([N:28]3[CH2:33][CH2:32][S:31](=[O:42])[CH2:30][CH2:29]3)=[O:27])[CH2:10]2)[O:6][N:5]=1)[CH3:2]. Procedure details: 37.1 mg (0.123 mmol) of the compound from Example 51 were reacted according to General Method 2 with 38.3 mg (0.111 mmol) of meta-chloroperbenzoic acid. Enantiomer separation of 37.7 mg of the racemate according to Method 4D gave 16.1 mg of the title compound from Example 52 (enantiomer 1) and 16.5 mg of the title compound from Example 53 (enantiomer 2). Starting materials: C1OCC2=C1C=CC(=C2)N (1,3-Dihydro-2-benzofuran-5-amine), C(=O)O (HCOOH). Yields the product C1OCC2=C1C=CC(=C2)NC=O (N-(1,3-dihydro-2-benzofuran-5-yl)formamide). The yield is 69.0%. RXN SMILES: [CH2:1]1[C:5]2[CH:6]=[CH:7][C:8]([NH2:10])=[CH:9][C:4]=2[CH2:3][O:2]1.[CH:11](O)=[O:12]>>[CH2:1]1[C:5]2[CH:6]=[CH:7][C:8]([NH:10][CH:11]=[O:12])=[CH:9][C:4]=2[CH2:3][O:2]1. Procedure: 1,3-Dihydro-2-benzofuran-5-amine (300 mg, 2.2 mmol) was added to HCOOH (10 mL), and the reaction was stirred at reflux overnight. The reaction was concentrated, basified to pH=8 with sat Na2CO3, and extracted with EtOAc. Organics were washed with brine, dried (Na2SO4), and concentrated to give 250 mg (69%) of N-(1,3-dihydro-2-benzofuran-5-yl)formamide as a yellow oil. The reactants are CCOC(=O)C(F)(F)Br, CCOCC, O=Cc1ccccc1, Cl, C1CCOC1, [Zn]. Product: CCOC(=O)C(F)(F)C(O)c1ccccc1. Reaction SMILES: [Br:9][C:10]([C:11](=[O:12])[O:13][CH2:14][CH3:15])([F:16])[F:17].[CH2:24]([O:25][CH2:26][CH3:27])[CH3:28].[CH:1](=[O:2])[c:3]1[cH:4][cH:5][cH:6][cH:7][cH:8]1.[ClH:18].[O:19]1[CH2:20][CH2:21][CH2:22][CH2:23]1.[Zn:29]>>[CH:1]([OH:2])([c:3]1[cH:4][cH:5][cH:6][cH:7][cH:8]1)[C:10]([C:11](=[O:12])[O:13][CH2:14][CH3:15])([F:16])[F:17].